From a dataset of the Open Reaction Database (ORD), a public repository of structured organic reaction records. describe an organic reaction: reactants, conditions, products, and yield Reactants: BrC=1C=C2CC(NC2=CC1)=O (5-bromooxindole), C(CCC)[Sn](C=1SC=CC1)(CCCC)CCCC (tri-n-butyl(2-thienyl)tin). Product: S1C(=CC=C1)C=1C=C2CC(NC2=CC1)=O (5-Thien-2-yl-1,3-dihydro-2H-indol-2-one). As a reaction SMILES: Br[C:2]1[CH:3]=[C:4]2[C:8](=[CH:9][CH:10]=1)[NH:7][C:6](=[O:11])[CH2:5]2.C([Sn](CCCC)(CCCC)[C:17]1[S:18][CH:19]=[CH:20][CH:21]=1)CCC>>[S:18]1[CH:19]=[CH:20][CH:21]=[C:17]1[C:2]1[CH:3]=[C:4]2[C:8](=[CH:9][CH:10]=1)[NH:7][C:6](=[O:11])[CH2:5]2. Reported procedure: The title compound was prepared as described for Example 37 using 5-bromooxindole and tri-n-butyl(2-thienyl)tin: MS (ES) n/z 216 (M++1). Reactants: C[Si](O[SiH](O[Si](C)(C)C)C)(C)C (1,1,1,3,5,5,5-heptamethyl trisiloxane), C(CC=C)O (3-butenol). Yields the product C[Si](O[Si](C)(C)C)(O[Si](C)(C)C)CCCCO (4-(1,3,3,3-Tetramethyl-1-[(trimethyl silyl)-oxy]-disiloxanyl)-butanol). The yield is 83.0%. As a reaction SMILES: [CH3:1][Si:2]([CH3:12])([CH3:11])[O:3][SiH:4]([CH3:10])[O:5][Si:6]([CH3:9])([CH3:8])[CH3:7].[CH2:13]([OH:17])[CH2:14][CH:15]=[CH2:16]>>[CH3:10][Si:4]([CH2:16][CH2:15][CH2:14][CH2:13][OH:17])([O:5][Si:6]([CH3:9])([CH3:8])[CH3:7])[O:3][Si:2]([CH3:11])([CH3:12])[CH3:1]. Procedure: The reaction of Example 2a was repeated using 1,1,1,3,5,5,5-heptamethyl trisiloxane instead of 1,1,3,3,3-pentamethyl disiloxane and 3-butenol instead of allylalcohol. After distillation at 78° C./0.1×102 Pa, 83% of a clear liquid product was obtained. Procedure details: The intermediate, 4-methoxy formanilide is prepared by heating 369.6 parts by weight (3.0 mole) of para anisidine to 90° C. and adding to it 147 parts by weight (3.1 mole) of 97% formic acid over a period of 80 minutes at 95°-105° C. under reflux conditions. A water trap is then installed and heating continued at 91°-111° C. for about 5 hours while collecting water. Toluene is added to aid the removal of water. The reaction mixture is cooled, crystallization induced by scratching, and heptane ad... As a reaction SMILES: [CH3:1][O:2][C:3]1[CH:8]=[CH:7][C:6]([NH2:9])=[CH:5][CH:4]=1.[CH:10](O)=[O:11]>>[CH3:1][O:2][C:3]1[CH:8]=[CH:7][C:6]([NH:9][CH:10]=[O:11])=[CH:5][CH:4]=1. The reactants are COC1=CC=C(C=C1)N (para anisidine), C(=O)O (formic acid). Conditions: temperature 5 celsius, time 5 hour. Product: COC1=CC=C(C=C1)NC=O (4-methoxy formanilide). Reactants: C(C)(=O)OC(C)=O (acetic anhydride), [N+](=O)(O)[O-] (nitric acid), C(CC)(=O)NC1=CC=NN1C1=C(C(=C(C=C1)Cl)Cl)Cl (5-propionamido-1-(2,3,4-trichlorophenyl)-pyrazole). The solvent is C(C)(=O)O (acetic acid). Conditions: temperature 25 celsius, time 16 hour. The product is [N+](=O)([O-])C=1C=NN(C1NC(CC)=O)C1=C(C(=C(C=C1)Cl)Cl)Cl (4-nitro-5-propionamido-1-(2,3,4-trichlorophenyl)-pyrazole). Isolated yield 76.0%. RXN SMILES: C(OC(=O)C)(=O)C.[N+:8]([O-:11])(O)=[O:9].[C:12]([NH:16][C:17]1[N:21]([C:22]2[CH:27]=[CH:26][C:25]([Cl:28])=[C:24]([Cl:29])[C:23]=2[Cl:30])[N:20]=[CH:19][CH:18]=1)(=[O:15])[CH2:13][CH3:14]>C(O)(=O)C>[N+:8]([C:18]1[CH:19]=[N:20][N:21]([C:22]2[CH:27]=[CH:26][C:25]([Cl:28])=[C:24]([Cl:29])[C:23]=2[Cl:30])[C:17]=1[NH:16][C:12](=[O:15])[CH2:13][CH3:14])([O-:11])=[O:9]. Procedure details: 2 ml (2.17 g/0.021 mol) of acetic anhydride and then 0.9 ml (1.3 g/0.02 mol) of 98% strength nitric acid are added in succession to 6.4 g (0.02 mol) of 5-propionamido-1-(2,3,4-trichlorophenyl)-pyrazole in 20 ml of glacial acetic acid at 10° C. When the addition is complete, the mixture is stirred for 16 hours at 25° C. To work up the mixture, it is evaporated down in vacuo, the residue is taken up in 20 ml of diethyl ether, the solution is washed three times with a total of 50 to 100 ml of conce... Reactants: CC1(OCC(O1)COC1=C(C=C(C(=N)NO)C=C1C)C)C (rac-4-(2,2-dimethyl-[1,3]dioxolan-4-ylmethoxy)-N-hydroxy-3,5-dimethyl-benzamidine), ClC=1C=C(C#N)C=C(C1O)C (3-chloro-4-hydroxy-5-methyl-benzonitrile), CC1(OC[C@H](O1)CO)C (L-α,β-isopropylidene glycerol). The product is ClC=1C=C(C(=N)NO)C=C(C1OC[C@H]1OC(OC1)(C)C)C ((R)-3-chloro-4-(2,2-dimethyl-[1,3]dioxolan-4-ylmethoxy)-N-hydroxy-5-methyl-benzamidine), oil. As a reaction SMILES: [CH3:1][C:2]1([CH3:21])[O:6][CH:5]([CH2:7][O:8][C:9]2[C:18]([CH3:19])=[CH:17][C:12]([C:13]([NH:15][OH:16])=[NH:14])=[CH:11][C:10]=2C)[CH2:4][O:3]1.[Cl:22]C1C=C(C=C(C)C=1O)C#N.CC1(C)O[C@H](CO)CO1>>[Cl:22][C:10]1[CH:11]=[C:12]([CH:17]=[C:18]([CH3:19])[C:9]=1[O:8][CH2:7][C@@H:5]1[CH2:4][O:3][C:2]([CH3:21])([CH3:1])[O:6]1)[C:13]([NH:15][OH:16])=[NH:14]. Procedure details: The title compound is obtained as a colorless oil (1.39 g) in analogy to rac-4-(2,2-dimethyl-[1,3]dioxolan-4-ylmethoxy)-N-hydroxy-3,5-dimethyl-benzamidine starting from 3-chloro-4-hydroxy-5-methyl-benzonitrile and L-α,β-isopropylidene glycerol. LC-MS: tR=0.66 min, [M+H]+=314.96. Reactants: C1CCOC1, CC(=O)C=CC1(C2(C)OCCO2)CC1, [H][H], O=[Pt]=O. Product: CC(=O)CCC1(C2(C)OCCO2)CC1. As a reaction SMILES: [CH2:17]1[O:18][CH2:19][CH2:20][CH2:21]1.[CH3:1][C:2]1([C:7]2([CH:10]=[CH:11][C:12]([CH3:13])=[O:14])[CH2:8][CH2:9]2)[O:3][CH2:4][CH2:5][O:6]1.[H:15][H:16].[Pt:22](=[O:23])=[O:24]>>[CH3:1][C:2]1([C:7]2([CH2:10][CH2:11][C:12]([CH3:13])=[O:14])[CH2:8][CH2:9]2)[O:3][CH2:4][CH2:5][O:6]1. Reactants: C(CN)N (ethylene diamine), CCCC[N+](CCCC)(CCCC)CCCC.[F-] (TBAF), C1CCOC1 (THF), BrC=1C(=NC=C(C(=O)NC2=CC=C(C=C2)OC(F)(F)F)C1)N(C)CCO (5-Bromo-6-((2-hydroxyethyl)(methyl)amino)-N-(4-(trifluoromethoxy)phenyl)nicotinamide), CC1(OB(OC1(C)C)C1=CC=NN1COCC[Si](C)(C)C)C (5-(4,4,5,5-tetramethyl-1,3,2-dioxaborolan-2-yl)-1-((2-(trimethylsilyl)ethoxy)methyl)-1H-pyrazole), C(=O)([O-])[O-].[Na+].[Na+] (Na2CO3). The reagents and catalysts are Cl[Pd]([P](C1=CC=CC=C1)(C2=CC=CC=C2)C3=CC=CC=C3)([P](C4=CC=CC=C4)(C5=CC=CC=C5)C6=CC=CC=C6)Cl (Pd(PPh3)2Cl2). The solvent is CCO (EtOH), O (water), COCCOC (DME), CCOC(=O)C (EtOAc). Run at temperature 75 celsius, time 24 hour. Yields the product OCCN(C1=NC=C(C(=O)NC2=CC=C(C=C2)OC(F)(F)F)C=C1C1=CC=NN1)C (6-((2-Hydroxyethyl)(methyl)amino)-5-(1H-pyrazol-5-yl)-N-(4-(trifluoromethoxy)phenyl)nicotinamide). As a reaction SMILES: Br[C:2]1[C:3]([N:22]([CH2:24][CH2:25][OH:26])[CH3:23])=[N:4][CH:5]=[C:6]([CH:21]=1)[C:7]([NH:9][C:10]1[CH:15]=[CH:14][C:13]([O:16][C:17]([F:20])([F:19])[F:18])=[CH:12][CH:11]=1)=[O:8].CC1(C)C(C)(C)OB([C:35]2[N:39](COCC[Si](C)(C)C)[N:38]=[CH:37][CH:36]=2)O1.C([O-])([O-])=O.[Na+].[Na+].C(N)CN.CCCC[N+](CCCC)(CCCC)CCCC.[F-].C1COCC1>CCOC(C)=O.Cl[Pd](Cl)([P](C1C=CC=CC=1)(C1C=CC=CC=1)C1C=CC=CC=1)[P](C1C=CC=CC=1)(C1C=CC=CC=1)C1C=CC=CC=1.CCO.O.COCCOC>[OH:26][CH2:25][CH2:24][N:22]([CH3:23])[C:3]1[C:2]([C:35]2[NH:39][N:38]=[CH:37][CH:36]=2)=[CH:21][C:6]([C:7]([NH:9][C:10]2[CH:15]=[CH:14][C:13]([O:16][C:17]([F:20])([F:19])[F:18])=[CH:12][CH:11]=2)=[O:8])=[CH:5][N:4]=1 |f:2.3.4,6.7,^1:90,109|. Procedure: 5-Bromo-6-((2-hydroxyethyl)(methyl)amino)-N-(4-(trifluoromethoxy)phenyl)nicotinamide (Stage 19.1, 87 mg, 0.2 mmol), 5-(4,4,5,5-tetramethyl-1,3,2-dioxaborolan-2-yl)-1-((2-(trimethylsilyl)ethoxy)methyl)-1H-pyrazole (130 mg, 0.401 mmol), Pd(PPh3)2Cl2 (14.06 mg, 0.020 mmol), Na2CO3 (85 mg, 0.801 mmol), DME (850 μL), water (243 μL) and EtOH (121 μL) were added to a MW vial, which was sealed, evacuated/purged with argon and subjected to MW irradiation at 125° C. for 20 h. The RM was diluted with DME (... Reactants: CC=1C=CC=C(C1C1=CC=C(C=C1)C(F)(F)F)C(=O)Cl (6-methyl-4′-trifluoromethyl-biphenyl-2-carboxylic acid chloride), solution, N1=CC=CC=C1 (pyridine), COC(N[C@@H]1CC2=CC=C(C=C2C1)N)=O ((R)-(5-aminoindan-2-yl)-carbamic acid methyl ester), CS(=O)C (DMSO). Solvent: C(Cl)Cl (methylene chloride), C(Cl)Cl (methylene chloride). Conditions: time 15 minute. Product: COC(=O)N[C@@H]1CC2=CC=C(C=C2C1)NC(=O)C=1C(=C(C=CC1)C)C1=CC=C(C=C1)C(F)(F)F ((R)-6-methyl-4′-trifluoromethylbiphenyl-2-carboxylic acid (2-methoxycarbonylaminoindan-5-yl)-amide), compound. RXN SMILES: [CH3:1][O:2][C:3](=[O:15])[NH:4][C@H:5]1[CH2:13][C:12]2[C:7](=[CH:8][CH:9]=[C:10]([NH2:14])[CH:11]=2)[CH2:6]1.CS(C)=O.N1C=CC=CC=1.[CH3:26][C:27]1[CH:28]=[CH:29][CH:30]=[C:31]([C:43](Cl)=[O:44])[C:32]=1[C:33]1[CH:38]=[CH:37][C:36]([C:39]([F:42])([F:41])[F:40])=[CH:35][CH:34]=1>C(Cl)Cl>[CH3:1][O:2][C:3]([NH:4][C@H:5]1[CH2:13][C:12]2[C:7](=[CH:8][CH:9]=[C:10]([NH:14][C:43]([C:31]3[C:32]([C:33]4[CH:38]=[CH:37][C:36]([C:39]([F:40])([F:42])[F:41])=[CH:35][CH:34]=4)=[C:27]([CH3:26])[CH:28]=[CH:29][CH:30]=3)=[O:44])[CH:11]=2)[CH2:6]1)=[O:15]. Procedure details: To an ice bath cooled solution of (R)-(5-aminoindan-2-yl)-carbamic acid methyl ester (9.5 g, 46.1 mmol) prepared as described in example 12 ([α]D=−26.29 (c=9.87 mg/mL, DMSO); mp 144-145° C.) and pyridine (4.48 mL, 55.5 mmol) in 200 mL of methylene chloride is added 6-methyl-4′-trifluoromethyl-biphenyl-2-carboxylic acid chloride (80.5 mL of a 0.63 M solution in methylene chloride, 50.7 mmol). The reaction is stirred for 15 minutes at room temperature. The mixture is washed with 1N HCl, bicarbonat... The reactants are CCOC(=O)c1c(S(C)(=O)=O)n(C2CC2)c2c(OC)c(N3CCC(C(C)(C)N)C3)c(F)cc2c1=O, COCCOC, [Na+], O, O, [SH-]. Product: CCOC(=O)c1c(S)n(C2CC2)c2c(OC)c(N3CCC(C(C)(C)N)C3)c(F)cc2c1=O. RXN SMILES: [CH2:1]([CH3:2])[O:3][C:4](=[O:5])[c:6]1[c:7]([S:32]([CH3:33])(=[O:34])=[O:35])[n:8]([CH:29]2[CH2:30][CH2:31]2)[c:9]2[c:10]([O:27][CH3:28])[c:11]([N:18]3[CH2:19][CH:20]([C:23]([CH3:24])([CH3:25])[NH2:26])[CH2:21][CH2:22]3)[c:12]([F:17])[cH:13][c:14]2[c:15]1=[O:16].[CH3:39][O:40][CH2:41][CH2:42][O:43][CH3:44].[Na+:38].[OH2:36].[OH2:45].[SH-:37]>>[CH2:1]([CH3:2])[O:3][C:4](=[O:5])[c:6]1[c:7]([SH:32])[n:8]([CH:29]2[CH2:30][CH2:31]2)[c:9]2[c:10]([O:27][CH3:28])[c:11]([N:18]3[CH2:19][CH:20]([C:23]([CH3:24])([CH3:25])[NH2:26])[CH2:21][CH2:22]3)[c:12]([F:17])[cH:13][c:14]2[c:15]1=[O:16]. The reactants are C(CCC)OC12CC(C(CC1)(CC2)CCC)=O (4-n-butoxy-1-n-propylbicyclo(2,2,2)octane-2-one), [OH-].[K+] (potassium hydroxide), C(COCCO)O (diethylene glycol), O.NN (hydrazine hydrate), [OH-].[K+] (potassium hydroxide). Conditions: temperature 180 celsius, time 2 hour. Product: C(CCC)OC12CCC(CC1)(CC2)CCC (1-n-butoxy-4-n-propylbicyclo(2,2,2)octane). As a reaction SMILES: [CH2:1]([O:5][C:6]12[CH2:13][CH2:12][C:9]([CH2:14][CH2:15][CH3:16])([CH2:10][CH2:11]1)[C:8](=O)[CH2:7]2)[CH2:2][CH2:3][CH3:4].[OH-].[K+].C(O)COCCO.O.NN>>[CH2:1]([O:5][C:6]12[CH2:11][CH2:10][C:9]([CH2:14][CH2:15][CH3:16])([CH2:8][CH2:7]1)[CH2:12][CH2:13]2)[CH2:2][CH2:3][CH3:4] |f:1.2,4.5|. Procedure details: A mixture of 4-n-butoxy-1-n-propylbicyclo(2,2,2)octane-2-one (2.08 g, 0.009 mol) hydrazine hydrate (8.4 ml, 98-100%) and potassium hydroxide (2.80 g, 0.050 mol) in diethylene glycol (40 mol) was stirred and heated under reflux for 4 h (180° C., oil bath temperature). The reaction mixture was cooled and hydrazine hydrate (4 ml) and potassium hydroxide (1.00 g) were added and the apparatus was arranged for distillation. The temperature was raised slowly to 240° C. in 2 h, and the reaction mixture ...